describe an organic reaction: reactants, conditions, products, and yield From a dataset of the Open Reaction Database (ORD), a public repository of structured organic reaction records. Procedure: 7.0 g of N-Cyclohexylmethyl-2-nitro-α-phenylphenethylamine hydrochloride is treated with 200 ml of warm 95% ethanol containing 2.07 of potassium hydroxide for 15 minutes, after which the mixture is filtered and placed in a Paar flask containing 0.35 g of 10% palladium on charcoal. The mixture is hydrogenated at 50 psia for 2 hours. After removal of the catalyst, the ethanol is evaporated and the resulting biphasic mixture is poured onto 200 ml of water. The aqueous mixture is extracted with meth... Reaction SMILES: [ClH:1].[CH:2]1([CH2:8][NH:9][CH:10]([C:21]2[CH:26]=[CH:25][CH:24]=[CH:23][CH:22]=2)[CH2:11][C:12]2[CH:17]=[CH:16][CH:15]=[CH:14][C:13]=2[N+:18]([O-])=O)[CH2:7][CH2:6][CH2:5][CH2:4][CH2:3]1.C(O)C.[OH-].[K+].Cl>CCOCC>[ClH:1].[ClH:1].[NH2:18][C:13]1[CH:14]=[CH:15][CH:16]=[CH:17][C:12]=1[CH2:11][CH:10]([NH:9][CH2:8][CH:2]1[CH2:7][CH2:6][CH2:5][CH2:4][CH2:3]1)[C:21]1[CH:26]=[CH:25][CH:24]=[CH:23][CH:22]=1 |f:0.1,3.4,7.8.9|. The reactants are Cl.C1(CCCCC1)CNC(CC1=C(C=CC=C1)[N+](=O)[O-])C1=CC=CC=C1 (N-Cyclohexylmethyl-2-nitro-α-phenylphenethylamine hydrochloride), C(C)O (ethanol), [OH-].[K+] (potassium hydroxide), Cl (hydrogen chloride). Run in CCOCC (ether). Reaction conditions: time 2 hour. Yields the product Cl.Cl.NC1=C(CC(C2=CC=CC=C2)NCC2CCCCC2)C=CC=C1 (2-amino-N-cyclohexylmethyl-α-phenylphenethylamine dihydrochloride). The reactants are C(C)OP(OCC)(=O)CCOCC ((2-ethoxy-ethyl)-phosphonic acid diethyl ester), [BH4-].[Li+] (lithium borohydride), CCOCC (ether). Solvent: C1CCOC1 (THF). Conditions: time 1 hour. Product: C(C)OP(OCC)(=O)CCCO ((3-hydroxy-propyl)-phosphonic acid diethyl ester). The yield is 24.0%. RXN SMILES: [CH2:1]([O:3][P:4]([CH2:9][CH2:10]OCC)(=[O:8])[O:5][CH2:6][CH3:7])[CH3:2].[BH4-].[Li+].C[CH2:17][O:18]CC>C1COCC1>[CH2:6]([O:5][P:4]([CH2:9][CH2:10][CH2:17][OH:18])(=[O:8])[O:3][CH2:1][CH3:2])[CH3:7] |f:1.2|. Reported procedure: A solution of (2-ethoxy-ethyl)-phosphonic acid diethyl ester (0.500 g, 2.1 mmol) in ether (8.5 mL) and THF (1.5 mL) was treated with lithium borohydride. The reaction mixture stirred at room temperature for 1 hour and was then concentrated in vacuo. The crude mixture was partitioned between dichloromethane and water. The organic phase was washed with saturated NaHCO3 and brine, dried (MgSO4), then concentrated in vacuo. The residue was purified by silica gel chromatography (5/95—methanol/dichlor... The reactants are C(C=C)OC=1C=C2C(=NC=NC2=CC1OC)NC1=CC(=CC=C1)Br ((6-allyloxy-7-methoxy-quinazolin-4-yl)-(3-bromo-phenyl)-amine), CC=1C=CC=CC1C (o-xylene). Yields the product C(C=C)C1=C2C(=NC=NC2=CC(=C1O)OC)NC1=CC(=CC=C1)Br (5-allyl-4-(3-bromo-phenylamino)-7-methoxy-quinazolin-6-ol). Reaction SMILES: C([O:4][C:5]1[CH:6]=[C:7]2[C:12](=[CH:13][C:14]=1[O:15][CH3:16])[N:11]=[CH:10][N:9]=[C:8]2[NH:17][C:18]1[CH:23]=[CH:22][CH:21]=[C:20]([Br:24])[CH:19]=1)C=C.[CH3:25][C:26]1C=CC=C[C:31]=1C>>[CH2:31]([C:6]1[C:5]([OH:4])=[C:14]([O:15][CH3:16])[CH:13]=[C:12]2[C:7]=1[C:8]([NH:17][C:18]1[CH:23]=[CH:22][CH:21]=[C:20]([Br:24])[CH:19]=1)=[N:9][CH:10]=[N:11]2)[CH:26]=[CH2:25]. Procedure: A solution of (6-allyloxy-7-methoxy-quinazolin-4-yl)-(3-bromo-phenyl)-amine (0.54 g, 1.39 mmol) (from Example 17, Step C, supra) in o-xylene (75 mL) was heated at 150° C. for 4.5 hours, during which time TLC analysis indicated almost complete consumption of the starting material and the formation of desired product as the major spot. The solution was concentrated and filtered. The solid was collected and dried in vacuo to give the desired 5-allyl-4-(3-bromo-phenylamino)-7-methoxy-quinazolin-6-ol...